Task: describe an organic reaction: reactants, conditions, products, and yield. Dataset: the Open Reaction Database (ORD), a public repository of structured organic reaction records Starting materials: ClCCl, COc1nc(C(F)(F)F)cc(=O)n1-c1cc(C(=O)OC(C)C)c(Cl)cc1F, O=S(=O)(O)O. Yields the product COc1nc(C(F)(F)F)cc(=O)n1-c1cc(C(=O)O)c(Cl)cc1F. RXN SMILES: [CH2:33]([Cl:34])[Cl:35].[Cl:1][c:2]1[c:3]([C:4](=[O:5])[O:6][CH:7]([CH3:8])[CH3:9])[cH:10][c:11](-[n:15]2[c:16]([O:26][CH3:27])[n:17][c:18]([C:22]([F:23])([F:24])[F:25])[cH:19][c:20]2=[O:21])[c:12]([F:14])[cH:13]1.[S:28](=[O:29])(=[O:30])([OH:31])[OH:32]>>[Cl:1][c:2]1[c:3]([C:4](=[O:5])[OH:6])[cH:10][c:11](-[n:15]2[c:16]([O:26][CH3:27])[n:17][c:18]([C:22]([F:23])([F:24])[F:25])[cH:19][c:20]2=[O:21])[c:12]([F:14])[cH:13]1. Reactants: product, CNC1=C(C=C(C=C1C)C(C(F)(F)F)(C(F)(F)F)O)C (N,2,6-trimethyl-4-(hexafluoro-2-hydroxy-2-propyl)aniline), C(C)N=C=O (ethyl isocyanate). The solvent is CCOCC (Et2O). Conditions: time 16 hour. The product is C(C)NC(=O)N(C1=C(C=C(C=C1C)C(C(F)(F)F)(C(F)(F)F)O)C)C (N-ethyl-N'-methyl-N'-[2,6-dimethyl-4-(hexafluoro-2-hydroxy-2-propyl)phenyl]urea). Yield: 83.3%. As a reaction SMILES: [CH3:1][NH:2][C:3]1[C:8]([CH3:9])=[CH:7][C:6]([C:10]([OH:19])([C:15]([F:18])([F:17])[F:16])[C:11]([F:14])([F:13])[F:12])=[CH:5][C:4]=1[CH3:20].[CH2:21]([N:23]=[C:24]=[O:25])[CH3:22]>CCOCC>[CH2:21]([NH:23][C:24]([N:2]([CH3:1])[C:3]1[C:8]([CH3:9])=[CH:7][C:6]([C:10]([OH:19])([C:11]([F:12])([F:13])[F:14])[C:15]([F:16])([F:17])[F:18])=[CH:5][C:4]=1[CH3:20])=[O:25])[CH3:22]. Reported procedure: Heat at reflux for three hours 13.5 g of N,2,6-trimethylaniline (0.100 mole) and 40 g of hexafluoroacetone sesquihydrate (0.21 mole). Allow to cool, pour onto water. Collect the solid, dry and recrystallize from ether-hexane to give 27.9 g white solid; m.p. 143°-144° C. Dissolve 6 g of the product, N,2,6-trimethyl-4-(hexafluoro-2-hydroxy-2-propyl)aniline (20 mmole) and 5.4 g of ethyl isocyanate (80 mmole) in Et2O. After 16 hours, concentrate and recrystallize the residual solid from etherhexane ... Reactants: Cl.N(N)C=1C=C(SC1)C#N (4-hydrazinylthiophene-2-carbonitrile hydrochloride), C(#N)C1=CC=C(S1)N(NC(=O)OC(C)(C)C)C(=O)OC(C)(C)C (Di-tert-butyl 1-(5-cyanothiophen-2-yl)hydrazine-1,2-dicarboxylate). Yields the product [Cl-].C(#N)C1=CC=C(S1)[NH2+]N (1-(5-cyanothiophen-2-yl)hydrazinium chloride). The yield is 78.0%. RXN SMILES: [ClH:1].N(C1C=C(C#N)SC=1)N.[C:11]([C:13]1[S:17][C:16]([N:18](C(OC(C)(C)C)=O)[NH:19]C(OC(C)(C)C)=O)=[CH:15][CH:14]=1)#[N:12]>>[Cl-:1].[C:11]([C:13]1[S:17][C:16]([NH2+:18][NH2:19])=[CH:15][CH:14]=1)#[N:12] |f:0.1,3.4|. Reported procedure: Following the same procedure as described for compound 13 (step 3, scheme 2, example 1c) except using 20 (692 mg, 2.04 mmol) instead of 12 to afford 21 (278 mg, 78%) as a brown solid. LRMS (ESI): calc. 139.0; found 140.1 (MH)+.